This data is from the Open Reaction Database (ORD), a public repository of structured organic reaction records. The task is: describe an organic reaction: reactants, conditions, products, and yield Starting materials: C(C)C12CC3CC(CC(C1)C3)C2 (1-ethyladamantane), C(C)C12CC3CC(CC(C1)C3)C2 (1-ethyladamantane), BrBr (bromine). The solvent is liquid. Yields the product BrC12CC3(CC(CC(C1)C3)C2)CC (1-bromo-3-ethyladamantane). Yield: 90.3%. Reaction SMILES: [CH2:1]([C:3]12[CH2:12][CH:7]3[CH2:8][CH:9]([CH2:11][CH:5]([CH2:6]3)[CH2:4]1)[CH2:10]2)[CH3:2].[Br:13]Br>>[Br:13][C:5]12[CH2:11][CH:9]3[CH2:8][CH:7]([CH2:12][C:3]([CH2:1][CH3:2])([CH2:10]3)[CH2:4]1)[CH2:6]2. Procedure details: 1-Bromo-3-ethyladamantane was prepared from 1-ethyladamantane (K. Gerzon et al, J. Med. Chem., 6, 760, 1963) by stirring 0.944 grams (5.76 mmol) of 1-ethyladamantane with 10 ml of liquid bromine for 4 hours, over which time the temperature was increased to reflux. The heat was removed and after cooling, a 40 ml portion of carbon tetrachloride was added. The mixture was poured into 120 ml of ice water and enough solid sodium sulfite was added with stirring to destroy the excess bromine. The layer... Starting materials: C(=O)(O)C1=CC(=C(C=C1)CC(=O)O)SC=1C=C2CCCC2=CC1 (4-Carboxy-2-(5-indanylthio)phenylacetic acid), FC(C(=O)O)(F)F (trifluoroacetic acid). Run in FC(C(=O)OC(C(F)(F)F)=O)(F)F (trifluoroacetic anhydride). The product is O=C1CC2=C(SC3=C1C=C1CCCC1=C3)C=C(C=C2)C(=O)O (11-Oxo-2,3,10,11-tetrahydro-1H-benzo[b]indeno[5,6-f] thiepin-7-carboxylic acid). RXN SMILES: [C:1]([C:4]1[CH:9]=[CH:8][C:7]([CH2:10][C:11]([OH:13])=O)=[C:6]([S:14][C:15]2[CH:16]=[C:17]3[C:21](=[CH:22][CH:23]=2)[CH2:20][CH2:19][CH2:18]3)[CH:5]=1)([OH:3])=[O:2].FC(F)(F)C(O)=O>FC(F)(F)C(OC(=O)C(F)(F)F)=O>[O:13]=[C:11]1[C:23]2[CH:22]=[C:21]3[C:17](=[CH:16][C:15]=2[S:14][C:6]2[CH:5]=[C:4]([C:1]([OH:3])=[O:2])[CH:9]=[CH:8][C:7]=2[CH2:10]1)[CH2:18][CH2:19][CH2:20]3. Reported procedure: 4-Carboxy-2-(5-indanylthio)phenylacetic acid (33.55 g, 0.102 mole) was added to trifluoroacetic acid (200 ml) and to the stirred suspension was added, slowly with stirring, trifluoroacetic anhydride (200 ml). After stirring the mixture for 48 hours at room temperature, the mixture was poured slowly onto ice (200 g), and the slurry was diluted to about 1 liter before collecting the crude product. The dried solid was stirred in suspension in acetonitrile for 45 minutes, refiltered and dried to yie...